Dataset: the Open Reaction Database (ORD), a public repository of structured organic reaction records. Task: describe an organic reaction: reactants, conditions, products, and yield The reactants are CCN=C=O, NNC(=O)c1cccc(F)c1, C1CCOC1. The product is CCNC(=O)NNC(=O)c1cccc(F)c1. As a reaction SMILES: [CH2:12]([CH3:13])[N:14]=[C:15]=[O:16].[F:1][c:2]1[cH:3][c:4]([C:5](=[O:6])[NH:7][NH2:8])[cH:9][cH:10][cH:11]1.[O:17]1[CH2:18][CH2:19][CH2:20][CH2:21]1>>[F:1][c:2]1[cH:3][c:4]([C:5](=[O:6])[NH:7][NH:8][C:15]([NH:14][CH2:12][CH3:13])=[O:16])[cH:9][cH:10][cH:11]1.